This data is from the Open Reaction Database (ORD), a public repository of structured organic reaction records. The task is: describe an organic reaction: reactants, conditions, products, and yield Starting materials: C(C)(C)(C)N1N=C(C=2CC(CCC12)(C(=O)OC)C)C1=CC=NC=C1 (methyl 1-tert-butyl-5-methyl-3-(pyridin-4-yl)-4,5,6,7-tetrahydro-1H-indazole-5-carboxylate), [Li+].[OH-] (LiOH). Run in C1CCOC1 (THF). Reaction conditions: temperature 80 celsius. The product is C(C)(C)(C)N1N=C(C=2CC(CCC12)(C(=O)O)C)C1=CC=NC=C1 (1-tert-butyl-5-methyl-3-(pyridin-4-yl)-4,5,6,7-tetrahydro-1H-indazole-5-carboxylic acid). RXN SMILES: [C:1]([N:5]1[C:13]2[CH2:12][CH2:11][C:10]([CH3:18])([C:14]([O:16]C)=[O:15])[CH2:9][C:8]=2[C:7]([C:19]2[CH:24]=[CH:23][N:22]=[CH:21][CH:20]=2)=[N:6]1)([CH3:4])([CH3:3])[CH3:2].[Li+].[OH-]>C1COCC1>[C:1]([N:5]1[C:13]2[CH2:12][CH2:11][C:10]([CH3:18])([C:14]([OH:16])=[O:15])[CH2:9][C:8]=2[C:7]([C:19]2[CH:20]=[CH:21][N:22]=[CH:23][CH:24]=2)=[N:6]1)([CH3:2])([CH3:3])[CH3:4] |f:1.2|. Reported procedure: To methyl 1-tert-butyl-5-methyl-3-(pyridin-4-yl)-4,5,6,7-tetrahydro-1H-indazole-5-carboxylate (1.1 g, 3.5 mmol) in THF (20 mL) was added LiOH (1 M, 10 mL, 10 mmol) and the reaction was heated at 80° C. for overnight. After removal of THF, HCl (1 N) was added until pH˜4 to 5. The product precipitated as white solid and was collected by filtration (1.0 g). LC-MS found 314.19 (M+H) Reactants: O=C(Cl)C1CC1, CCN(C(C)C)C(C)C, ClCCl, COc1ccc(Cl)cc1S(=O)(=O)N1CC(N)C(=O)N2C(Cc3ccc(Cl)cc3)C(=O)N(C(C)C)CC21. Yields the product COc1ccc(Cl)cc1S(=O)(=O)N1CC(NC(=O)C2CC2)C(=O)N2C(Cc3ccc(Cl)cc3)C(=O)N(C(C)C)CC21. Reaction SMILES: [CH:1]1([C:4](=[O:5])[Cl:6])[CH2:2][CH2:3]1.[CH:43]([N:44]([CH:45]([CH3:46])[CH3:47])[CH2:48][CH3:49])([CH3:50])[CH3:51].[Cl:52][CH2:53][Cl:54].[NH2:7][CH:8]1[CH2:9][N:10]([S:31](=[O:32])(=[O:33])[c:34]2[c:35]([O:41][CH3:42])[cH:36][cH:37][c:38]([Cl:40])[cH:39]2)[CH:11]2[N:12]([C:13]1=[O:14])[CH:15]([CH2:23][c:24]1[cH:25][cH:26][c:27]([Cl:30])[cH:28][cH:29]1)[C:16](=[O:22])[N:17]([CH:19]([CH3:20])[CH3:21])[CH2:18]2>>[CH:1]1([C:4](=[O:5])[NH:7][CH:8]2[CH2:9][N:10]([S:31](=[O:32])(=[O:33])[c:34]3[c:35]([O:41][CH3:42])[cH:36][cH:37][c:38]([Cl:40])[cH:39]3)[CH:11]3[N:12]([C:13]2=[O:14])[CH:15]([CH2:23][c:24]2[cH:25][cH:26][c:27]([Cl:30])[cH:28][cH:29]2)[C:16](=[O:22])[N:17]([CH:19]([CH3:20])[CH3:21])[CH2:18]3)[CH2:2][CH2:3]1. RXN SMILES: [CH2:1]([O:8][C:9]([N:11]1[CH2:16][C@H:15]([O:17][CH2:18][C:19]2[CH:20]=[CH:21][C:22]3[O:27][CH2:26][CH2:25][N:24]([CH2:28][CH2:29][CH2:30][O:31][CH3:32])[C:23]=3[CH:33]=2)[C@@H:14]([C:34]2[CH:39]=[CH:38][C:37]([O:40][CH3:41])=[CH:36][CH:35]=2)[CH2:13][C@H:12]1[CH2:42][C:43]([OH:45])=O)=[O:10])[C:2]1[CH:7]=[CH:6][CH:5]=[CH:4][CH:3]=1.[CH3:46][NH2:47]>>[CH2:1]([O:8][C:9]([N:11]1[CH2:16][C@H:15]([O:17][CH2:18][C:19]2[CH:20]=[CH:21][C:22]3[O:27][CH2:26][CH2:25][N:24]([CH2:28][CH2:29][CH2:30][O:31][CH3:32])[C:23]=3[CH:33]=2)[C@@H:14]([C:34]2[CH:39]=[CH:38][C:37]([O:40][CH3:41])=[CH:36][CH:35]=2)[CH2:13][C@H:12]1[CH2:42][C:43](=[O:45])[NH:47][CH3:46])=[O:10])[C:2]1[CH:3]=[CH:4][CH:5]=[CH:6][CH:7]=1. Starting materials: C(C1=CC=CC=C1)OC(=O)N1[C@@H](C[C@@H]([C@H](C1)OCC=1C=CC2=C(N(CCO2)CCCOC)C1)C1=CC=C(C=C1)OC)CC(=O)O ((2S,4R,5R)-2-carboxymethyl-4-(4-methoxy-phenyl)-5-[4-(3-methoxy-propyl)-3,4-dihydro-2H-benzo[1,4]oxazin-6-ylmethoxy]-piperidine-1-carboxylic acid benzyl ester), CN (methylamine). The product is C(C1=CC=CC=C1)OC(=O)N1[C@@H](C[C@@H]([C@H](C1)OCC=1C=CC2=C(N(CCO2)CCCOC)C1)C1=CC=C(C=C1)OC)CC(NC)=O ((2S,4R,5R)-4-(4-Methoxy-phenyl)-5-[4-(3-methoxy-propyl)-3,4-dihydro-2H-benzo[1,4]oxazin-6-ylmethoxy]-2-methylcarbamoylmethyl-piperidine-1-carboxylic acid benzyl ester). Procedure details: Similar to example 6a, 50.0 mg of (2S,4R,5R)-2-carboxymethyl-4-(4-methoxy-phenyl)-5-[4-(3-methoxy-propyl)-3,4-dihydro-2H-benzo[1,4]oxazin-6-ylmethoxy]-piperidine-1-carboxylic acid benzyl ester (from example 9b) reacted with methylamine to afford the title compound as a yellow oil. Rf=0.35 (dichlormethane-methanol 9:1); Rt=4.57. Reactants: BrC=1C=C(C(=NC1)N)N (5-bromo-2,3-diaminopyridine), N1N=C(C=C1)C=O (pyrazole-3-carbaldehyde). RXN SMILES: [Br:1][C:2]1[CH:3]=[C:4]([NH2:9])[C:5]([NH2:8])=[N:6][CH:7]=1.[NH:10]1[CH:14]=[CH:13][C:12]([CH:15]=O)=[N:11]1>>[Br:1][C:2]1[CH:3]=[C:4]2[N:9]=[C:15]([C:12]3[CH:13]=[CH:14][NH:10][N:11]=3)[NH:8][C:5]2=[N:6][CH:7]=1. Reported procedure: The title compound was prepared from 5-bromo-2,3-diaminopyridine and pyrazole-3-carbaldehyde. Product: BrC=1C=C2C(=NC1)NC(=N2)C2=NNC=C2 (6-Bromo-2-(1H-pyrazol-3-yl)-3H-imidazo[4,5-b]pyridine). Starting materials: CCO, ClC(Cl)(Cl)CC1CO1, OCCNCCO. The product is OCCN(CCO)CC(O)CC(Cl)(Cl)Cl. Reaction SMILES: [CH3:16][CH2:17][OH:18].[Cl:8][C:9]([CH2:10][CH:11]1[CH2:12][O:13]1)([Cl:14])[Cl:15].[OH:1][CH2:2][CH2:3][NH:4][CH2:5][CH2:6][OH:7]>>[OH:1][CH2:2][CH2:3][N:4]([CH2:5][CH2:6][OH:7])[CH2:12][CH:11]([CH2:10][C:9]([Cl:8])([Cl:14])[Cl:15])[OH:13]. Starting materials: NC1=C(C=CC=C1)C1=CC=C(C=C1)CN1C([C@@H](CCC2=C1C=CC=C2)NC(CC(C)(C)NC(=O)OC(C)(C)C)=O)=O (N-[1-[[(2'-amino)[1,1'-biphenyl]-4-yl]methyl]-2,3,4,5-tetrahydro-2-oxo-1H-1-benzazepin-3(R)-yl]-3-t-butoxycarbonylamino-3-methylbutanamide), C[Si](C)(C)N=C=O (trimethylsilyl isocyanate). Solvent: C(Cl)Cl (methylene chloride). Run at time 18 hour. Product: NC(=O)NC1=C(C=CC=C1)C1=CC=C(C=C1)CN1C([C@@H](CCC2=C1C=CC=C2)NC(CC(C)(C)NC(=O)OC(C)(C)C)=O)=O (N-[1-[[2'-[(Aminocarbonyl)amino][1,1'-biphenyl]-4-yl]methyl]-2,3,4,5-tetrahydro-2-oxo-1H-1-benzazepin-3(R)-yl]-3-t-butoxycarbonylamino-3-methylbutanamide). The yield is 43.8%. RXN SMILES: [NH2:1][C:2]1[CH:7]=[CH:6][CH:5]=[CH:4][C:3]=1[C:8]1[CH:13]=[CH:12][C:11]([CH2:14][N:15]2[C:21]3[CH:22]=[CH:23][CH:24]=[CH:25][C:20]=3[CH2:19][CH2:18][C@@H:17]([NH:26][C:27](=[O:40])[CH2:28][C:29]([NH:32][C:33]([O:35][C:36]([CH3:39])([CH3:38])[CH3:37])=[O:34])([CH3:31])[CH3:30])[C:16]2=[O:41])=[CH:10][CH:9]=1.C[Si]([N:46]=[C:47]=[O:48])(C)C>C(Cl)Cl>[NH2:46][C:47]([NH:1][C:2]1[CH:7]=[CH:6][CH:5]=[CH:4][C:3]=1[C:8]1[CH:9]=[CH:10][C:11]([CH2:14][N:15]2[C:21]3[CH:22]=[CH:23][CH:24]=[CH:25][C:20]=3[CH2:19][CH2:18][C@@H:17]([NH:26][C:27](=[O:40])[CH2:28][C:29]([NH:32][C:33]([O:35][C:36]([CH3:39])([CH3:38])[CH3:37])=[O:34])([CH3:31])[CH3:30])[C:16]2=[O:41])=[CH:12][CH:13]=1)=[O:48]. Procedure details: A solution of 445 mg (0.80 mmol) of N-[1-[[(2'-amino)[1,1'-biphenyl]-4-yl]methyl]-2,3,4,5-tetrahydro-2-oxo-1H-1-benzazepin-3(R)-yl]-3-t-butoxycarbonylamino-3-methylbutanamide (Example 2, Step B) in 3 mL of methylene chloride under a nitrogen atmosphere was treated with 4 mL (29.5 mmol) of trimethylsilyl isocyanate. The reaction mixture was stirred at room temperature for 18 hours. The reaction mixture was evaporated under vacuum and the residue was passed over silica gel. Elution with ethyl acet...